From a dataset of the Open Reaction Database (ORD), a public repository of structured organic reaction records. describe an organic reaction: reactants, conditions, products, and yield The reactants are [O-]CC.[Na+] (sodium ethoxide), FC1=CC=C(C=CC(=O)OCC)C=C1 (ethyl p-fluorocinnamate), C(#N)CC(=O)OCC (ethyl cyanoacetate). Solvent: C(C)O (ethanol), C(C)O (ethanol), C(C)O (ethanol). Product: C(#N)C(C(=O)OCC)C(CC(=O)OCC)C1=CC=C(C=C1)F (diethyl 2-cyano-3-(p-fluorophenyl)glutarate). Isolated yield 47.4%. As a reaction SMILES: [C:1]([CH2:3][C:4]([O:6][CH2:7][CH3:8])=[O:5])#[N:2].[O-]CC.[Na+].[F:13][C:14]1[CH:26]=[CH:25][C:17]([CH:18]=[CH:19][C:20]([O:22][CH2:23][CH3:24])=[O:21])=[CH:16][CH:15]=1>C(O)C>[C:1]([CH:3]([CH:18]([C:17]1[CH:16]=[CH:15][C:14]([F:13])=[CH:26][CH:25]=1)[CH2:19][C:20]([O:22][CH2:23][CH3:24])=[O:21])[C:4]([O:6][CH2:7][CH3:8])=[O:5])#[N:2] |f:1.2|. Procedure details: To 12 g of ethyl cyanoacetate dissolved in 20 mL of ethanol, 8 g of sodium ethoxide and 40 mL of ethanol were added under cooling with ice, and then 20 g of ethyl p-fluorocinnamate and 40 mL of ethanol were added. The reaction mixture was heated under reflux for 20 hours and then filtered. The filtrate was poured into a mixture of 200 g of ice and 10 mL of concentrated hydrochloric acid and extracted with chloroform. The extract was concentrated and separated by silica gel column chromatography ... Reactants: NC(=O)NC=1NC(=CC1C(=O)N)C1=CC(=CC=C1)[N+](=O)[O-] (2-aminocarbonylamino-5-(3-nitrophenyl)pyrrole-3-carboxamide). Reagents/catalysts: [Pd] (Palladium on activated carbon). Solvent: CO (methanol). The product is NC(=O)NC=1NC(=CC1C(=O)N)C1=CC(=CC=C1)N (2-Aminocarbonylamino-5-(3-aminophenyl)pyrrole-3-carboxamide). The yield is 53.0%. As a reaction SMILES: [NH2:1][C:2]([NH:4][C:5]1[NH:6][C:7]([C:13]2[CH:18]=[CH:17][CH:16]=[C:15]([N+:19]([O-])=O)[CH:14]=2)=[CH:8][C:9]=1[C:10]([NH2:12])=[O:11])=[O:3]>[Pd].CO>[NH2:1][C:2]([NH:4][C:5]1[NH:6][C:7]([C:13]2[CH:18]=[CH:17][CH:16]=[C:15]([NH2:19])[CH:14]=2)=[CH:8][C:9]=1[C:10]([NH2:12])=[O:11])=[O:3]. Reported procedure: 5% Palladium on activated carbon (30 mg) was added to a solution of 2-aminocarbonylamino-5-(3-nitrophenyl)pyrrole-3-carboxamide (Compound No. 1-6, 0.15 g, 0.52 mmol) in methanol (10 mL) and the mixture was stirred at room temperature for 6.5 hours under hydrogen gas atmosphere. After the insoluble solid was filtered out, the solvent was removed under reduced pressure. The obtained solid was washed with a mixed solvent (6 mL) which consists of chloroform and methanol (5:1), and dried under reduce... The yield is 70.0%. Reaction conditions: time 2.5 hour. Product: CC1(C(C2=CC(=CC=C2CC1N(S(=O)(=O)C1=CC=C(C=C1)C)C)OC)=CCO)C (2,2-Dimethyl-1(2-hydroxyethylidene)-7-methoxy-3-(N-methyl-p-toluene-sulphonamido)-1,2,3,4-tetrahydronaphthalene). Solvent: O1CCOCC1 (dioxane). Starting materials: CC1(C(C2=CC(=CC=C2CC1N(S(=O)(=O)C1=CC=C(C=C1)C)C)OC)(O)C=C)C (2,2-dimethyl-7-methoxy-3-(N-methyl-p-toluenesulphonamido)-1,2,3,4-tetrahydro-1-vinyl-1-naphthol), S(O)(O)(=O)=O (sulphuric acid). Reaction SMILES: [CH3:1][C:2]1([CH3:29])[CH:11]([N:12]([CH3:23])[S:13]([C:16]2[CH:21]=[CH:20][C:19]([CH3:22])=[CH:18][CH:17]=2)(=[O:15])=[O:14])[CH2:10][C:9]2[C:4](=[CH:5][C:6]([O:24][CH3:25])=[CH:7][CH:8]=2)[C:3]1([CH:27]=[CH2:28])O.S(=O)(=O)(O)[OH:31]>O1CCOCC1>[CH3:29][C:2]1([CH3:1])[CH:11]([N:12]([CH3:23])[S:13]([C:16]2[CH:21]=[CH:20][C:19]([CH3:22])=[CH:18][CH:17]=2)(=[O:15])=[O:14])[CH2:10][C:9]2[C:4](=[CH:5][C:6]([O:24][CH3:25])=[CH:7][CH:8]=2)[C:3]1=[CH:27][CH2:28][OH:31]. Procedure details: A stirred mixture of 149 g of 2,2-dimethyl-7-methoxy-3-(N-methyl-p-toluenesulphonamido)-1,2,3,4-tetrahydro-1-vinyl-1-naphthol, 1200 ml of dioxane and 1380 ml of 0.5 N sulphuric acid is heated until, after 40 minutes, a temperature of 90° C. is reached. The mixture is kept at that temperature during 2.5 hours whereafter it is cooled and extracted three times with chloroform. The chloroform solution is washed with plenty of water and then, after being dried, evaporated in vacuo. The residue is dis... Starting materials: ClC=1C=C(C=CC1)[C@H]1C[C@@H](C(N([C@@H]1C1=CC=C(C=C1)Cl)CC1CC1)=O)CC(=O)OC (Methyl 2-((3R,5R,6S)-5-(3-chlorophenyl)-6-(4-chlorophenyl)-1-(cyclopropylmethyl)-2-oxopiperidin-3-yl)acetate), O.NN (hydrazine, monohydrate). Run in CCO (EtOH). The product is ClC=1C=C(C=CC1)[C@H]1C[C@@H](C(N([C@@H]1C1=CC=C(C=C1)Cl)CC1CC1)=O)CC(=O)NN (2-((3R,5R,6S)-5-(3-Chlorophenyl)-6-(4-chlorophenyl)-1-(cyclopropylmethyl)-2-oxopiperidin-3-yl)acetohydrazide). As a reaction SMILES: [Cl:1][C:2]1[CH:3]=[C:4]([C@@H:8]2[C@@H:13]([C:14]3[CH:19]=[CH:18][C:17]([Cl:20])=[CH:16][CH:15]=3)[N:12]([CH2:21][CH:22]3[CH2:24][CH2:23]3)[C:11](=[O:25])[C@@H:10]([CH2:26][C:27](OC)=[O:28])[CH2:9]2)[CH:5]=[CH:6][CH:7]=1.O.[NH2:32][NH2:33]>CCO>[Cl:1][C:2]1[CH:3]=[C:4]([C@@H:8]2[C@@H:13]([C:14]3[CH:15]=[CH:16][C:17]([Cl:20])=[CH:18][CH:19]=3)[N:12]([CH2:21][CH:22]3[CH2:24][CH2:23]3)[C:11](=[O:25])[C@@H:10]([CH2:26][C:27]([NH:32][NH2:33])=[O:28])[CH2:9]2)[CH:5]=[CH:6][CH:7]=1 |f:1.2|. Reported procedure: To a solution of 120 mg (0.27 mmol) of methyl 2-((3R,5R,6S)-5-(3-chlorophenyl)-6-(4-chlorophenyl)-1-(cyclopropylmethyl)-2-oxopiperidin-3-yl)acetate (Example 47) in EtOH was added hydrazine, monohydrate (135 μl, 2688 μmol). After being refluxed for 14 h, the reaction was concentrated, diluted (H2O) and extracted (2×EtOAc). The combined organic layers were washed with sat. aq. NaCl solution, dried over Na2SO4, filtered and the filtrate was concentrated under reduced pressure. Purification of the r... Starting materials: C(C)(=O)OCC([C@@H](C(=O)OCC1=CC=CC=C1)NC(=O)OC(C)(C)C)(C)C ((S)-benzyl 4-acetoxy-2-(tert-butoxycarbonylamino)-3,3-dimethylbutanoate). Reagents/catalysts: [Pd] (Pd/C). Run in CO (MeOH). Reaction conditions: time 16 hour. Product: C(C)(=O)OCC([C@@H](C(=O)O)NC(=O)OC(C)(C)C)(C)C ((S)-4-acetoxy-2-(tert-butoxycarbonylamino)-3,3-dimethylbutanoic acid). Yield: 90.8%. RXN SMILES: [C:1]([O:4][CH2:5][C:6]([CH3:27])([CH3:26])[C@H:7]([NH:18][C:19]([O:21][C:22]([CH3:25])([CH3:24])[CH3:23])=[O:20])[C:8]([O:10]CC1C=CC=CC=1)=[O:9])(=[O:3])[CH3:2]>CO.[Pd]>[C:1]([O:4][CH2:5][C:6]([CH3:27])([CH3:26])[C@H:7]([NH:18][C:19]([O:21][C:22]([CH3:25])([CH3:24])[CH3:23])=[O:20])[C:8]([OH:10])=[O:9])(=[O:3])[CH3:2]. Procedure details: To a solution of (S)-benzyl 4-acetoxy-2-(tert-butoxycarbonylamino)-3,3-dimethylbutanoate (0.26 g) in MeOH (10 mL) was added 10% Pd/C (0.020 g) under N2. The reaction mixture was stirred under H2 at rt for 16 h. The reaction was filtered through diatomaceous earth (Celite®), washed with EtOAc and concentrated to yield (S)-4-acetoxy-2-(tert-butoxycarbonylamino)-3,3-dimethylbutanoic acid (0.18 g). LC/MS (Cond. N-1): [M+Na]+ 312.21, RT=3.12 min. Starting materials: Cl (hydrochloric acid), C(C)O (ethanol), [OH-].[Na+] (sodium hydroxide), C(C)OC(COC1=C(C=C(C=C1)SC1=CC(=CC(=C1)C#CC1=CC=CC=C1)OCCC1CCCCC1)C)=O ({4-[3-(2-Cyclohexyl-ethoxy)-5-phenylethynyl-phenylsulfanyl]-2-methyl-phenoxy}-acetic acid ethyl ester). The solvent is C1CCOC1 (THF). Conditions: time 30 minute. Product: C1(CCCCC1)CCOC=1C=C(C=C(C1)C#CC1=CC=CC=C1)SC1=CC(=C(OCC(=O)O)C=C1)C ({4-[3-(2-Cyclohexyl-ethoxy)-5-phenylethynyl-phenylsulfanyl]-2-methylphenoxy}-acetic Acid). Reaction SMILES: C([O:3][C:4](=[O:38])[CH2:5][O:6][C:7]1[CH:12]=[CH:11][C:10]([S:13][C:14]2[CH:19]=[C:18]([C:20]#[C:21][C:22]3[CH:27]=[CH:26][CH:25]=[CH:24][CH:23]=3)[CH:17]=[C:16]([O:28][CH2:29][CH2:30][CH:31]3[CH2:36][CH2:35][CH2:34][CH2:33][CH2:32]3)[CH:15]=2)=[CH:9][C:8]=1[CH3:37])C.C(O)C.[OH-].[Na+].Cl>C1COCC1>[CH:31]1([CH2:30][CH2:29][O:28][C:16]2[CH:15]=[C:14]([S:13][C:10]3[CH:11]=[CH:12][C:7]([O:6][CH2:5][C:4]([OH:38])=[O:3])=[C:8]([CH3:37])[CH:9]=3)[CH:19]=[C:18]([C:20]#[C:21][C:22]3[CH:27]=[CH:26][CH:25]=[CH:24][CH:23]=3)[CH:17]=2)[CH2:36][CH2:35][CH2:34][CH2:33][CH2:32]1 |f:2.3|. Procedure: {4-[3-(2-Cyclohexyl-ethoxy)-5-phenylethynyl-phenylsulfanyl]-2-methyl-phenoxy}-acetic acid ethyl ester (110 mg; 0.208 mmol) was dissolved in THF (2 mL), ethanol (4 mL), and aqueous 1 N sodium hydroxide (3 mL) was added. The reaction mixture was stirred for 30 min. acidified with 1 N aqueous hydrochloric acid and extracted with ethyl acetate. The organic phase was dried and evaporated to dryness. Yield: 105 mg. HPLC-MS: m/z: 500.1 (M)+; Rt: 3.20 min. The reactants are ClC=1C=C2C(CN(CC2=C(C1)Cl)C)C=1C=C(C=CC1)S(=O)(=O)Cl (3-(6,8-dichloro-2-methyl-1,2,3,4-tetrahydroisoquinolin-4-yl)benzene-1-sulfonyl chloride), CCN(C(C)C)C(C)C (DIEA), N(=[N+]=[N-])CCOCCOCCOCCOCCOCCOCCOCCOCCOCCOCCN (32-azido-3,6,9,12,15,18,21,24,27,30-decaoxadotriacontan-1-amine). Solvent: CN(C)C=O (DMF), CN(C)C=O (DMF). Conditions: time 60 minute. Yields the product N(=[N+]=[N-])CCOCCOCCOCCOCCOCCOCCOCCOCCOCCOCCNS(=O)(=O)C1=CC(=CC=C1)C1CN(CC2=C(C=C(C=C12)Cl)Cl)C (N-(32-azido-3,6,9,12,15,18,21,24,27,30-decaoxadotriacontyl)-3-(6,8-dichloro-2-methyl-1,2,3,4-tetrahydroisoquinolin-4-yl)benzenesulfonamide). Isolated yield 99.7%. RXN SMILES: [N:1]([CH2:4][CH2:5][O:6][CH2:7][CH2:8][O:9][CH2:10][CH2:11][O:12][CH2:13][CH2:14][O:15][CH2:16][CH2:17][O:18][CH2:19][CH2:20][O:21][CH2:22][CH2:23][O:24][CH2:25][CH2:26][O:27][CH2:28][CH2:29][O:30][CH2:31][CH2:32][O:33][CH2:34][CH2:35][NH2:36])=[N+:2]=[N-:3].[Cl:37][C:38]1[CH:39]=[C:40]2[C:45](=[C:46]([Cl:48])[CH:47]=1)[CH2:44][N:43]([CH3:49])[CH2:42][CH:41]2[C:50]1[CH:51]=[C:52]([S:56](Cl)(=[O:58])=[O:57])[CH:53]=[CH:54][CH:55]=1.CCN(C(C)C)C(C)C>CN(C=O)C>[N:1]([CH2:4][CH2:5][O:6][CH2:7][CH2:8][O:9][CH2:10][CH2:11][O:12][CH2:13][CH2:14][O:15][CH2:16][CH2:17][O:18][CH2:19][CH2:20][O:21][CH2:22][CH2:23][O:24][CH2:25][CH2:26][O:27][CH2:28][CH2:29][O:30][CH2:31][CH2:32][O:33][CH2:34][CH2:35][NH:36][S:56]([C:52]1[CH:53]=[CH:54][CH:55]=[C:50]([CH:41]2[C:40]3[C:45](=[C:46]([Cl:48])[CH:47]=[C:38]([Cl:37])[CH:39]=3)[CH2:44][N:43]([CH3:49])[CH2:42]2)[CH:51]=1)(=[O:58])=[O:57])=[N+:2]=[N-:3]. Procedure details: A solution of 32-azido-3,6,9,12,15,18,21,24,27,30-decaoxadotriacontan-1-amine (436.9 mg, 0.777 mmol) in dry DMF (3.5 mL) under N2 was cooled to 0° C. A solution of 3-(6,8-dichloro-2-methyl-1,2,3,4-tetrahydroisoquinolin-4-yl)benzene-1-sulfonyl chloride (300 mg, 0.706 mmol) and DIEA (273.2 mg, 2.118 mmol) in DMF (3 mL) was added dropwise. After 60 minutes LCMS indicated complete conversion and the solvent was removed to give N-(32-azido-3,6,9,12,15,18,21,24,27,30-decaoxadotriacontyl)-3-(6,8-dichlo... Conditions: time 8 hour. As a reaction SMILES: [Cl:1][C:2]1[CH:10]=[CH:9][C:5]([CH2:6][NH:7][NH2:8])=[CH:4][C:3]=1[O:11][CH3:12].C([O:15][C:16](=O)[CH:17]=[C:18]([NH2:22])OCC)C.C1(C)C=CC(S(O)(=O)=O)=CC=1>C(O)C>[NH2:22][C:18]1[NH:8][N:7]([CH2:6][C:5]2[CH:9]=[CH:10][C:2]([Cl:1])=[C:3]([O:11][CH3:12])[CH:4]=2)[C:16](=[O:15])[CH:17]=1. Procedure details: 59 g of 4-chloro-3-methoxybenzylhydrazine were added dropwise, under nitrogen, to a solution of 50.5 g of β-amino-β-ethoxyacrylic acid ethyl ester and 1.5 g of p-toluenesulphonic acid in 250 ml of ethanol. After standing overnight, the compound identified above, which had separated out as a precipitate, was filtered off and recrystallised from ethanol. Melting point: 148°, 30 g. (38%). Starting materials: ClC1=C(C=C(CNN)C=C1)OC (4-chloro-3-methoxybenzylhydrazine), C(C)OC(C=C(OCC)N)=O (β-amino-β-ethoxyacrylic acid ethyl ester), C1(=CC=C(C=C1)S(=O)(=O)O)C (p-toluenesulphonic acid). The solvent is C(C)O (ethanol). Product: NC=1NN(C(C1)=O)CC1=CC(=C(C=C1)Cl)OC (3-Amino-1-(3-methoxy-4-chlorobenzyl)-pyrazol-5-one). Reactants: CCO, CNNC(=S)NC, CI. Product: CNN=C(NC)SC, I. As a reaction SMILES: [CH3:10][CH2:11][OH:12].[CH3:1][NH:2][NH:3][C:4](=[S:5])[NH:6][CH3:7].[CH3:8][I:9]>>[CH3:1][NH:2][N:3]=[C:4]([S:5][CH3:8])[NH:6][CH3:7].[IH:9].